This data is from the Open Reaction Database (ORD), a public repository of structured organic reaction records. The task is: describe an organic reaction: reactants, conditions, products, and yield The reactants are C(C(C)(C)C)(=O)OCI (iodomethyl pivalate), [H-].[Na+] (Sodium hydride), CN(C)C=O (DMF), OC=1C=C2C=CC(=CC2=CC1)C(C(C)C)(O)C=1N=CN(C1)C(C1=CC=CC=C1)(C1=CC=CC=C1)C1=CC=CC=C1 (1-(6-hydroxynaphthalen-2-yl)-1-(1-trityl-1H-imidazol-4-yl)-2-methyl-1-propanol). Solvent: C(C)(=O)OCC (ethyl acetate), O (water). Conditions: time 30 minute. Yields the product CC(C(=O)OCOC1=CC2=CC=C(C=C2C=C1)C(C(C)C)(C=1N=CNC1)O)(C)C (6-[1-Hydroxy-1-(1H-imidazol-4-yl)-2-methylpropyl]naphthalen-2-yloxymethyl 2,2-dimethylpropionate). Yield: 41.0%. RXN SMILES: [H-].[Na+].CN(C=O)C.[OH:8][C:9]1[CH:10]=[C:11]2[C:16](=[CH:17][CH:18]=1)[CH:15]=[C:14]([C:19]([C:24]1[N:25]=[CH:26][N:27](C(C3C=CC=CC=3)(C3C=CC=CC=3)C3C=CC=CC=3)[CH:28]=1)([OH:23])[CH:20]([CH3:22])[CH3:21])[CH:13]=[CH:12]2.[C:48]([O:54][CH2:55]I)(=[O:53])[C:49]([CH3:52])([CH3:51])[CH3:50]>C(OCC)(=O)C.O>[CH3:50][C:49]([CH3:52])([CH3:51])[C:48]([O:54][CH2:55][O:8][C:9]1[CH:18]=[CH:17][C:16]2[C:11](=[CH:12][CH:13]=[C:14]([C:19]([OH:23])([C:24]3[N:25]=[CH:26][NH:27][CH:28]=3)[CH:20]([CH3:22])[CH3:21])[CH:15]=2)[CH:10]=1)=[O:53] |f:0.1|. Procedure details: Sodium hydride (60% oil dispersion, 0.120 g) was added to DMF (15 ml), and to the mixture was slowly added 1-(6-hydroxynaphthalen-2-yl)-1-(1-trityl-1H-imidazol-4-yl)-2-methyl-1-propanol (1.397 g) under ice cooling, and the mixture was stirred for 30 min under ice cooling. To the mixture was added iodomethyl pivalate (0.83 g), and the mixture was stirred at room temperature for 6 h. To the mixture were added water and ethyl acetate, and the organic layer was washed with water and saturated soluti...